From a dataset of the Open Reaction Database (ORD), a public repository of structured organic reaction records. describe an organic reaction: reactants, conditions, products, and yield Starting materials: C([O-])([O-])=O.[K+].[K+] (potassium carbonate), C(C)(=O)O (acetic acid), C(C)(C)(C)[Li] (Tertiary butyllithium), solution, N=1N(N=NC1)C1CN2CCC1CC2 (3-(tetrazol-2-yl)-1-azabicyclo[2.2.2]octane), BrBr (Bromine). Solvent: C(Cl)(Cl)Cl (chloroform), CCCCC (pentane), CCCCC (pentane), CCCCC (pentane), C1CCOC1 (THF), CCCCC (pentane). Conditions: temperature -65 celsius, time 10 minute. Product: C(C(=O)O)(=O)O.BrC=1N=NN(N1)C1CN2CCC1CC2 ((±) 3-[5-Bromotetrazol-2-yl]-1-azabicyclo[2.2.2]octane oxalate salt). Reaction SMILES: C([Li])(C)(C)C.[N:6]1[N:7]([CH:11]2[CH:16]3[CH2:17][CH2:18][N:13]([CH2:14][CH2:15]3)[CH2:12]2)[N:8]=[N:9][CH:10]=1.[Br:19]Br.[C:21]([OH:24])(=[O:23])C.[C:25](=[O:28])([O-:27])[O-].[K+].[K+]>CCCCC.C(Cl)(Cl)Cl.C1COCC1>[C:21]([OH:24])(=[O:23])[C:25]([OH:27])=[O:28].[Br:19][C:10]1[N:9]=[N:8][N:7]([CH:11]2[CH:16]3[CH2:15][CH2:14][N:13]([CH2:18][CH2:17]3)[CH2:12]2)[N:6]=1 |f:4.5.6,10.11|. Reported procedure: Tertiary butyllithium in pentane (7 ml of a 1.7 molar solution, 0.0104 mole) in dry pentane (25 ml) at -65° C. under nitrogen was treated with 3-(tetrazol-2-yl)-1-azabicyclo[2.2.2]octane (the free base of E15) (1.0 g; 5.2 mmole) in a dry pentane (50 ml)/dry THF (10 ml) mixture, maintaining an internal temperature of -65° C. Stirring was continued for 10 minutes. Bromine (2 eq, 1.66 g, 10.4 mmole) in dry pentane (5 ml) was then added dropwise. The mixture was then immediately quenched with glacia... The reactants are O=C(Cl)c1ccccc1, CN(C(=O)c1ccc(Cl)cc1)C1CCN(C(=O)C2CCCCN2)CC1c1ccc(Cl)c(Cl)c1, Cl. Product: CN(C(=O)c1ccc(Cl)cc1)C1CCN(C(=O)C2CCCCN2C(=O)c2ccccc2)CC1c1ccc(Cl)c(Cl)c1. As a reaction SMILES: [C:35]([c:36]1[cH:37][cH:38][cH:39][cH:40][cH:41]1)(=[O:42])[Cl:43].[Cl:2][c:3]1[cH:4][cH:5][c:6]([C:7](=[O:8])[N:9]([CH3:10])[CH:11]2[CH:12]([c:25]3[cH:26][c:27]([Cl:32])[c:28]([Cl:31])[cH:29][cH:30]3)[CH2:13][N:14]([C:17](=[O:18])[CH:19]3[NH:20][CH2:21][CH2:22][CH2:23][CH2:24]3)[CH2:15][CH2:16]2)[cH:33][cH:34]1.[ClH:1]>>[Cl:2][c:3]1[cH:4][cH:5][c:6]([C:7](=[O:8])[N:9]([CH3:10])[CH:11]2[CH:12]([c:25]3[cH:26][c:27]([Cl:32])[c:28]([Cl:31])[cH:29][cH:30]3)[CH2:13][N:14]([C:17](=[O:18])[CH:19]3[N:20]([C:35]([c:36]4[cH:37][cH:38][cH:39][cH:40][cH:41]4)=[O:42])[CH2:21][CH2:22][CH2:23][CH2:24]3)[CH2:15][CH2:16]2)[cH:33][cH:34]1. Yields the product ClC1=NC=C(C(=N1)NC=1C=2C=CN=C(C2C=CC1C)NC1=C(C=CC(=C1)C(F)(F)F)C)C=1C2=C(N=CN1)NC=C2 (N5-(2-chloro-5-(7H-pyrrolo[2,3-d]pyrimidin-4-yl)pyrimidin-4-yl)-6-methyl-N1-(2-methyl-5-(trifluoromethyl)phenyl)isoquinoline-1,5-diamine). RXN SMILES: [Cl:1][C:2]1[N:7]=[C:6](Cl)[C:5]([C:9]2[C:10]3[CH:17]=[CH:16][NH:15][C:11]=3[N:12]=[CH:13][N:14]=2)=[CH:4][N:3]=1.[CH3:18][C:19]1[CH:28]=[CH:27][C:26]2[C:25]([NH:29][C:30]3[CH:35]=[C:34]([C:36]([F:39])([F:38])[F:37])[CH:33]=[CH:32][C:31]=3[CH3:40])=[N:24][CH:23]=[CH:22][C:21]=2[C:20]=1[NH2:41].CCN(C(C)C)C(C)C.C([O-])(O)=O.[Na+]>CS(C)=O>[Cl:1][C:2]1[N:7]=[C:6]([NH:41][C:20]2[C:21]3[CH:22]=[CH:23][N:24]=[C:25]([NH:29][C:30]4[CH:35]=[C:34]([C:36]([F:39])([F:37])[F:38])[CH:33]=[CH:32][C:31]=4[CH3:40])[C:26]=3[CH:27]=[CH:28][C:19]=2[CH3:18])[C:5]([C:9]2[C:10]3[CH:17]=[CH:16][NH:15][C:11]=3[N:12]=[CH:13][N:14]=2)=[CH:4][N:3]=1 |f:3.4|. Solvent: CS(=O)C (DMSO). Reaction conditions: temperature 70 celsius. The reactants are ClC1=NC=C(C(=N1)Cl)C=1C2=C(N=CN1)NC=C2 (4-(2,4-dichloropyrimidin-5-yl)-7H-pyrrolo[2,3-d]pyrimidine), CC1=C(C=2C=CN=C(C2C=C1)NC1=C(C=CC(=C1)C(F)(F)F)C)N (6-methyl-N1-(2-methyl-5-(trifluoromethyl)phenyl)isoquinoline-1,5-diamine), ice, C(=O)(O)[O-].[Na+] (NaHCO3), ClC1=NC=C(C(=N1)Cl)C=1C2=C(N=CN1)NC=C2 (4-(2,4-dichloropyrimidin-5-yl)-7H-pyrrolo[2,3-d]pyrimidine), CCN(C(C)C)C(C)C (DIPEA). Procedure details: A mixture of 4-(2,4-dichloropyrimidin-5-yl)-7H-pyrrolo[2,3-d]pyrimidine (89 mg, 335 μmol) and 6-methyl-N1-(2-methyl-5-(trifluoromethyl)phenyl)isoquinoline-1,5-diamine (111 mg, 335 μmol) in DMSO (2 mL) was treated with DIPEA (0.3 mL). The mixture was heated to 70° C. in an oil bath for 2 days. Additional quantities of 4-(2,4-dichloropyrimidin-5-yl)-7H-pyrrolo[2,3-d]pyrimidine (3×20 mg) were added during the course of the reaction. The reaction mixture was cooled to rt and poured onto 50 g of ice ... Reactants: ice, N1C=CC2=CC=CC=C12 (indole), [H-].[Na+] (sodium hydride), BrC1C(=O)OCC1 (2-bromobutyrolactone). Solvent: C1CCOC1 (THF). Reaction conditions: time 1 hour. The product is N1(C=CC2=CC=CC=C12)C1C(=O)OCC1 (2-(Indol-1-yl)butyrolactone). The yield is 51.0%. Reaction SMILES: [NH:1]1[C:9]2[C:4](=[CH:5][CH:6]=[CH:7][CH:8]=2)[CH:3]=[CH:2]1.[H-].[Na+].Br[CH:13]1[CH2:18][CH2:17][O:16][C:14]1=[O:15]>C1COCC1>[N:1]1([CH:13]2[CH2:18][CH2:17][O:16][C:14]2=[O:15])[C:9]2[C:4](=[CH:5][CH:6]=[CH:7][CH:8]=2)[CH:3]=[CH:2]1 |f:1.2|. Procedure details: An ice cooled solution of indole (9 g, 78 mmol) in dry THP (80 mL) was treated with oil free sodium hydride (2.25 g, 94 mmol). After 1 hour, a solution of 2-bromobutyrolactone (14.6 mL, 78 mmol) in dry THF (20 mL) was added dropwise. After stirring overnight at ambient temperature, the mixture was poured on crushed ice, extracted with ethyl acetate (3×), dried, and evaporated. The residue was purified by flash chromatography on silica gel with a hexane/ethyl acetate gradient (9:1 to 7:3). Evapor... The reactants are C(C1=CC=CC=C1)OCC1=CC=CC=C1 (benzylether), NCCN1C=CC2=CC(=CC=C12)N1C(=NN=C1C1=C(C=C(C(=C1)C(C)C)OCC1=CC=CC=C1)OCC1=CC=CC=C1)O (4-(1-(2-aminoethyl)-1H-indol-5-yl)-5-(2,4-bis(benzyloxy)-5-isopropylphenyl)-4H-1,2,4-triazol-3-ol). Run at time 5 hour. Yields the product OC=1N(C(=NN1)C1=C(C=C(C(=C1)C(C)C)O)O)C=1C=C2C=CN(C2=CC1)CCNC (4-(5-hydroxy-4-(1-(2-(methylamino)ethyl)-1H-indol-5-yl)-4H-1,2,4-triazol-3-yl)-6-isopropylbenzene-1,3-diol). Reaction SMILES: [CH2:1](OCC1C=CC=CC=1)C1C=CC=CC=1.[NH2:16][CH2:17][CH2:18][N:19]1[C:27]2[C:22](=[CH:23][C:24]([N:28]3[C:32]([C:33]4[CH:38]=[C:37]([CH:39]([CH3:41])[CH3:40])[C:36]([O:42]CC5C=CC=CC=5)=[CH:35][C:34]=4[O:50]CC4C=CC=CC=4)=[N:31][N:30]=[C:29]3[OH:58])=[CH:25][CH:26]=2)[CH:21]=[CH:20]1>>[OH:58][C:29]1[N:28]([C:24]2[CH:23]=[C:22]3[C:27](=[CH:26][CH:25]=2)[N:19]([CH2:18][CH2:17][NH:16][CH3:1])[CH:20]=[CH:21]3)[C:32]([C:33]2[CH:38]=[C:37]([CH:39]([CH3:40])[CH3:41])[C:36]([OH:42])=[CH:35][C:34]=2[OH:50])=[N:31][N:30]=1. Procedure: The benzylether [4-(1-(2-aminoethyl)-1H-indol-5-yl)-5-(2,4-bis(benzyloxy)-5-isopropylphenyl)-4H-1,2,4-triazol-3-ol; 188 mg, 0.33 mmol) was dissolved in 6 ml degassed THF/methanol (1:1). 50 mg Pd/C (10%) was added and the mixture stirred under hydrogen (balloon) at rt for 5 h. After filtration the solvent was removed and the crude purified by chromatography on silica with DCM/MeOH (5-20%)/NH4OH (0.5%) to yield 71 mg (0.18 mmol) 4-(5-hydroxy-4-(1-(2-(methylamino)ethyl)-1H-indol-5-yl)-4H-1,2,4-tria... Reactants: [N+](=O)([O-])C1=CC(=CC=C1)[N+](=O)[O-] (m-dinitrobenzene), C(C(=C)C)(=O)Cl (methacrylyl chloride). Reagents/catalysts: C(C)(=O)[O-].[Cu+2].C(C)(=O)[O-] (copper(II) acetate). The solvent is O1CCOCC1 (dioxan). Conditions: time 30 minute. The product is C(CC)(=O)C1=CC=C(C=C1)NC(C(=C)C)=O (N-p-propionylphenyl-methacrylamide). Reaction SMILES: [N+]([C:4]1[CH:9]=[CH:8][CH:7]=[C:6]([N+:10]([O-])=O)[CH:5]=1)([O-])=O.[C:13](Cl)(=[O:17])[C:14]([CH3:16])=[CH2:15]>O1CCOCC1.C([O-])(=O)C.[Cu+2].C([O-])(=O)C>[C:13]([C:9]1[CH:8]=[CH:7][C:6]([NH:10][C:13](=[O:17])[C:14]([CH3:16])=[CH2:15])=[CH:5][CH:4]=1)(=[O:17])[CH2:14][CH3:15] |f:3.4.5|. Procedure: A small amount of m-dinitrobenzene and copper(II) acetate were added whereupon a solution of 124.5 g of methacrylyl chloride (1 mole) in 125 ml of dioxan were added dropwise. The temperature was kept at 20°-25° C. Stirring was then continued for 30 min whilst slowly heating until reflux. Light yellow needles were sucked off, washed with ether, and dried under vacuum. The reactants are C(C)(C)(C)OC(=O)N1CCC(CC1)CO (1-tert-butoxycarbonyl-piperidin-4-methanol), N1C=NC=C1 (imidazole). The product is C(C)(C)(C)OC(=O)N1CCC(CC1)CN1C=NC=C1 (1-tert-Butoxycarbonyl-4-(imidazol-1-ylmethyl)piperidine). Reaction SMILES: [C:1]([O:5][C:6]([N:8]1[CH2:13][CH2:12][CH:11]([CH2:14]O)[CH2:10][CH2:9]1)=[O:7])([CH3:4])([CH3:3])[CH3:2].[NH:16]1[CH:20]=[CH:19][N:18]=[CH:17]1>>[C:1]([O:5][C:6]([N:8]1[CH2:13][CH2:12][CH:11]([CH2:14][N:16]2[CH:20]=[CH:19][N:18]=[CH:17]2)[CH2:10][CH2:9]1)=[O:7])([CH3:4])([CH3:3])[CH3:2]. Reported procedure: By a similar manner to Reference Example 29, 1-tert-butoxycarbonyl-piperidin-4-methanol (1.08 g, 5.0 mmol) was reacted with imidazole (1.02 g, 15 mmol) to give the titled compound as an amorphous-like substance 239 mg, 18%). Starting materials: O=C(O)C=CC(=O)O, CC(C)N(CCOc1cc(Cl)cc(Cl)c1)C(=O)NCCN(C)C, [Na+], [OH-], O. Yields the product CC(C)N(CCOc1cc(Cl)cc(Cl)c1)C(=O)NCCN(C)C, O. RXN SMILES: [C:1]([OH:2])(=[O:3])[CH:4]=[CH:6][C:7](=[O:5])[OH:8].[Cl:9][c:10]1[cH:11][c:12]([O:13][CH2:14][CH2:15][N:16]([C:17](=[O:18])[NH:19][CH2:20][CH2:21][N:22]([CH3:23])[CH3:24])[CH:25]([CH3:26])[CH3:27])[cH:28][c:29]([Cl:31])[cH:30]1.[Na+:33].[OH-:32].[OH2:34]>>[Cl:9][c:10]1[cH:11][c:12]([O:13][CH2:14][CH2:15][N:16]([C:17](=[O:18])[NH:19][CH2:20][CH2:21][N:22]([CH3:23])[CH3:24])[CH:25]([CH3:26])[CH3:27])[cH:28][c:29]([Cl:31])[cH:30]1.[OH2:5]. Starting materials: CCC(=O)OC, C1CCOC1, CCCCCC, CC(C)[Si](C)(C)Cl, CI, CCCCC, [Li]CCCC, CC(C)NC(C)C. The product is CC=C(OC)O[Si](C)(C)C(C)C. Reaction SMILES: [C:19]([CH2:20][CH3:21])(=[O:22])[O:23][CH3:24].[CH2:34]1[O:35][CH2:36][CH2:37][CH2:38]1.[CH3:13][CH2:14][CH2:15][CH2:16][CH2:17][CH3:18].[CH3:25][Si:26]([CH:27]([CH3:28])[CH3:29])([CH3:30])[Cl:31].[CH3:32][I:33].[CH3:39][CH2:40][CH2:41][CH2:42][CH3:43].[CH3:8][CH2:9][CH2:10][CH2:11][Li:12].[CH:1]([NH:2][CH:3]([CH3:4])[CH3:5])([CH3:6])[CH3:7]>>[C:19](=[CH:20][CH3:21])([O:22][Si:26]([CH3:25])([CH:27]([CH3:28])[CH3:29])[CH3:30])[O:23][CH3:24]. Starting materials: Nc1c(F)cc(Cl)cc1Br, O=C(OC(Cl)(Cl)Cl)OC(Cl)(Cl)Cl, C1COCCO1, CO. As a reaction SMILES: [Br:1][c:2]1[c:3]([NH2:4])[c:5]([F:10])[cH:6][c:7]([Cl:9])[cH:8]1.[C:11]([O:12][C:19]([Cl:20])([Cl:21])[Cl:22])(=[O:13])[O:14][C:15]([Cl:16])([Cl:17])[Cl:18].[CH2:23]1[O:24][CH2:25][CH2:26][O:27][CH2:28]1.[CH3:29][OH:30]>>[Br:1][c:2]1[c:3]([N:4]=[C:11]=[O:12])[c:5]([F:10])[cH:6][c:7]([Cl:9])[cH:8]1. Yields the product O=C=Nc1c(F)cc(Cl)cc1Br.